From a dataset of the Open Reaction Database (ORD), a public repository of structured organic reaction records. describe an organic reaction: reactants, conditions, products, and yield Reactants: Cl (hydrochloric acid), compound, aqueous solution, [OH-].[Na+] (sodium hydroxide), C(C)(=O)N1CC(C(C2=C(C=CC(=C12)Cl)NC(C)=O)=O)NC(C)=O (1-Acetyl-3,5-diacetylamino-8-chloro-2,3-dihydro-quinoline-4-one). The solvent is C(Cl)(Cl)Cl (chloroform). Conditions: temperature 110 celsius. The product is NC1CNC2=C(C=CC(=C2C1=O)N)Cl (3,5-Diamino-8-chloro-2,3-dihydro-quinoline-4-one). As a reaction SMILES: Cl.C([N:5]1[C:14]2[C:9](=[C:10]([NH:16]C(=O)C)[CH:11]=[CH:12][C:13]=2[Cl:15])[C:8](=[O:20])[CH:7]([NH:21]C(=O)C)[CH2:6]1)(=O)C.[OH-].[Na+]>C(Cl)(Cl)Cl>[NH2:21][CH:7]1[C:8](=[O:20])[C:9]2[C:14](=[C:13]([Cl:15])[CH:12]=[CH:11][C:10]=2[NH2:16])[NH:5][CH2:6]1 |f:2.3|. Reported procedure: 8 ml of 6N hydrochloric acid was added to 514 mg of the compound prepared in (2) above, and the mixture was heated at 110° C. for 1.5 hours while stirring. After cooling chloroform was added to it, followed by the addition of 50 ml of 1N aqueous solution of sodium hydroxide while stirring. The chloroform layer was extracted, the extract was washed with saturated brine and dried over anhydrous sodium sulfate. The product was concentrated to produce 260 mg of the title compound. Starting materials: BrC1=C(C=CC(=C1)Cl)OC (2-bromo-4-chloro-1-methoxy benzene), ClC=1C(=C2C(C(NC2=CC1)=O)=O)C (5-chloro-4-methyl isatin). The product is ClC=1C(=C2C(C(NC2=CC1)=O)(O)C1=C(C=CC(=C1)Cl)OC)C (5-chloro-3-(5-chloro-2-methoxyphenyl)-3-hydroxy-4-methyl-1,3-dihydro-2H-indol-2-one). The yield is 71.7%. Reaction SMILES: Br[C:2]1[CH:7]=[C:6]([Cl:8])[CH:5]=[CH:4][C:3]=1[O:9][CH3:10].[Cl:11][C:12]1[C:13]([CH3:23])=[C:14]2[C:18](=[CH:19][CH:20]=1)[NH:17][C:16](=[O:21])[C:15]2=[O:22]>>[Cl:11][C:12]1[C:13]([CH3:23])=[C:14]2[C:18](=[CH:19][CH:20]=1)[NH:17][C:16](=[O:21])[C:15]2([C:2]1[CH:7]=[C:6]([Cl:8])[CH:5]=[CH:4][C:3]=1[O:9][CH3:10])[OH:22]. Procedure details: With 4.75 g of 2-bromo-4-chloro-1-methoxy benzene and 1.96 g of 5-chloro-4-methyl isatin, which is the compound described in Example 136 of the brochure Publication No. WO03106435, as starting materials, 2.43 g of the title compound (yellow solid) was obtained by a similar method to Step 21-1. The reactants are ClC=1C2=C(N=CN1)NC(=C2)C2=CC=C(C=C2)CO ([4-(4-chloro-7H-pyrrolo[2,3-d]pyrimidin-6-yl)-phenyl]-methanol), C1OC=2C=C(N)C=CC2O1 (3,4-methylendioxy-aniline). Solvent: C(CCC)O (n-butanol). Conditions: temperature 115 celsius, time 16 hour. Product: O1COC2=C1C=CC(=C2)NC=2C1=C(N=CN2)NC(=C1)C1=CC=C(C=C1)CO ({4-[4-(Benzo[1,3]dioxol-5-ylamino)-7H-pyrrolo[2,3-d]pyrimidin-6-yl]-phenyl}-methanol). RXN SMILES: Cl[C:2]1[C:3]2[CH:10]=[C:9]([C:11]3[CH:16]=[CH:15][C:14]([CH2:17][OH:18])=[CH:13][CH:12]=3)[NH:8][C:4]=2[N:5]=[CH:6][N:7]=1.[CH2:19]1[O:28][C:27]2[CH:26]=[CH:25][C:23]([NH2:24])=[CH:22][C:21]=2[O:20]1>C(O)CCC>[O:28]1[C:27]2[CH:26]=[CH:25][C:23]([NH:24][C:2]3[C:3]4[CH:10]=[C:9]([C:11]5[CH:16]=[CH:15][C:14]([CH2:17][OH:18])=[CH:13][CH:12]=5)[NH:8][C:4]=4[N:5]=[CH:6][N:7]=3)=[CH:22][C:21]=2[O:20][CH2:19]1. Procedure details: A mixture of 1.5 g (5.8 mmol) of [4-(4-chloro-7H-pyrrolo[2,3-d]pyrimidin-6-yl)-phenyl]-methanol and 1.58 g (11.5 mmol) 3,4-methylendioxy-aniline in 30 ml n-butanol is stirred for 16 h at 115° C. under N2atmosphere. After cooling to ambient temperature, the title compound can be filtered off and washed with n-butanol; MS-ES+: (M+H)+=361; HPLC (conditions see Examples 67-78) tR=8.7 min. Starting materials: [OH-].[Na+] (NaOH), C(C)(=O)O[BH-](OC(C)=O)OC(C)=O.[Na+] (sodium triacetoxyborohydride), O=C1CCN(CC1)C(=O)OCC1=CC=CC=C1 (benzyl 4-oxo-piperidine-1-carboxylate), C(C)(C)(C)OC(COC1CCNCC1)=O (tert-butyl(piperidin-4-yloxy)-acetate). Run in C1CCOC1 (THF), CCOC(=O)C (EtOAc). Run at time 8 hour. Yields the product C(C)(C)(C)OC(=O)COC1CCN(CC1)C1CCN(CC1)C(=O)OCC1=CC=CC=C1 (benzyl 4-tert-butoxycarbonylmethoxy-[1,4′]bipiperidinyl-1′-carboxylate). Reaction SMILES: C(O[BH-](OC(=O)C)OC(=O)C)(=O)C.[Na+].O=[C:16]1[CH2:21][CH2:20][N:19]([C:22]([O:24][CH2:25][C:26]2[CH:31]=[CH:30][CH:29]=[CH:28][CH:27]=2)=[O:23])[CH2:18][CH2:17]1.[C:32]([O:36][C:37](=[O:46])[CH2:38][O:39][CH:40]1[CH2:45][CH2:44][NH:43][CH2:42][CH2:41]1)([CH3:35])([CH3:34])[CH3:33].[OH-].[Na+]>C1COCC1.CCOC(C)=O>[C:32]([O:36][C:37]([CH2:38][O:39][CH:40]1[CH2:41][CH2:42][N:43]([CH:16]2[CH2:21][CH2:20][N:19]([C:22]([O:24][CH2:25][C:26]3[CH:31]=[CH:30][CH:29]=[CH:28][CH:27]=3)=[O:23])[CH2:18][CH2:17]2)[CH2:44][CH2:45]1)=[O:46])([CH3:35])([CH3:33])[CH3:34] |f:0.1,4.5|. Procedure: 2.90 g (13.27 mmol) sodium triacetoxyborohydride were added batchwise to a mixture of 2.58 g (11.06 mmol) benzyl 4-oxo-piperidine-1-carboxylate and 2.80 g (12.36 mmol) tert-butyl(piperidin-4-yloxy)-acetate in 30 mL THF and the reaction mixture was stirred overnight at RT. It was combined with 50 mL 1 M NaOH, the mixture was stirred for 1 h at RT, combined with EtOAc, the organic phase was separated off and dried over Na2SO4. After elimination of the desiccant and solvent the residue was purified... Solvent: C(C)(=O)OCC (ethyl acetate). Reagents/catalysts: [O-2].[Mn+4].[O-2] (manganese(IV) oxide). Procedure: To a solution of 3-[2-chloro-4-methoxy-5-(1-methyl-1-phenylethylsulfonyl)-phenyl]-5-hydroxymethyl-7-methoxy-1,3-dihydro-2H-imidazo[4,5-b]pyridin-2-one (40 mg) in N,N-dimethylformamide (2 mL) was added manganese(IV) oxide (0.4 g), and the mixture was stirred at room temperature for 8 hours. The reaction mixture was diluted with ethyl acetate, and the insoluble material was removed by filtration. The filtrate was washed with water and brine, and dried over anhydrous magnesium sulfate, and the solv... The reactants are ClC1=C(C=C(C(=C1)OC)S(=O)(=O)C(C)(C1=CC=CC=C1)C)N1C(NC=2C1=NC(=CC2OC)CO)=O (3-[2-chloro-4-methoxy-5-(1-methyl-1-phenylethylsulfonyl)-phenyl]-5-hydroxymethyl-7-methoxy-1,3-dihydro-2H-imidazo[4,5-b]pyridin-2-one), CN(C=O)C (N,N-dimethylformamide). Run at time 8 hour. As a reaction SMILES: [Cl:1][C:2]1[CH:7]=[C:6]([O:8][CH3:9])[C:5]([S:10]([C:13]([CH3:21])([C:15]2[CH:20]=[CH:19][CH:18]=[CH:17][CH:16]=2)[CH3:14])(=[O:12])=[O:11])=[CH:4][C:3]=1[N:22]1[C:26]2=[N:27][C:28]([CH2:33][OH:34])=[CH:29][C:30]([O:31][CH3:32])=[C:25]2[NH:24][C:23]1=[O:35].CN(C)C=[O:39]>C(OCC)(=O)C.[O-2].[Mn+4].[O-2]>[C:33]([C:28]1[N:27]=[C:26]2[N:22]([C:3]3[CH:4]=[C:5]([S:10]([C:13]([CH3:21])([C:15]4[CH:16]=[CH:17][CH:18]=[CH:19][CH:20]=4)[CH3:14])(=[O:12])=[O:11])[C:6]([O:8][CH3:9])=[CH:7][C:2]=3[Cl:1])[C:23](=[O:35])[NH:24][C:25]2=[C:30]([O:31][CH3:32])[CH:29]=1)([OH:39])=[O:34] |f:3.4.5|. Yields the product C(=O)(O)C1=CC(=C2C(=N1)N(C(N2)=O)C2=C(C=C(C(=C2)S(=O)(=O)C(C)(C2=CC=CC=C2)C)OC)Cl)OC (5-Carboxy-3-[2-chloro-4-methoxy-5-(1-methyl-1-phenylethylsulfonyl)phenyl]-7-methoxy-1,3-dihydro-2H-imidazo[4,5-b]pyridin-2-one). Yields the product Cl, O=c1c(-c2cccnc2)c[nH]n1-c1cc(N2CC(O)C2)ncn1. Starting materials: C1CCOC1, CCO, CCN(C(C)C)C(C)C, O=c1c(-c2cccnc2)c[nH]n1-c1cc(Cl)ncn1, Cl, OC1CNC1. Reaction SMILES: [CH2:38]1[O:39][CH2:40][CH2:41][CH2:42]1.[CH3:35][CH2:36][OH:37].[CH:20]([N:21]([CH2:22][CH3:23])[CH:24]([CH3:25])[CH3:26])([CH3:27])[CH3:28].[Cl:1][c:2]1[cH:3][c:4](-[n:8]2[nH:9][cH:10][c:11](-[c:14]3[cH:15][n:16][cH:17][cH:18][cH:19]3)[c:12]2=[O:13])[n:5][cH:6][n:7]1.[ClH:29].[NH:30]1[CH2:31][CH:32]([OH:34])[CH2:33]1>>[ClH:1].[c:2]1([N:30]2[CH2:31][CH:32]([OH:34])[CH2:33]2)[cH:3][c:4](-[n:8]2[nH:9][cH:10][c:11](-[c:14]3[cH:15][n:16][cH:17][cH:18][cH:19]3)[c:12]2=[O:13])[n:5][cH:6][n:7]1. The product is CS(=O)(=O)Nc1cc(N)ccc1Oc1ccccc1. Starting materials: CCOC(C)=O, [Cl-], [Fe], CS(=O)(=O)Nc1cc([N+](=O)[O-])ccc1Oc1ccccc1, [NH4+], O. As a reaction SMILES: [CH3:24][CH2:25][O:26][C:27](=[O:28])[CH3:29].[Cl-:22].[Fe:30].[N+:1]([O-:2])(=[O:3])[c:4]1[cH:5][cH:6][c:7]([O:15][c:16]2[cH:17][cH:18][cH:19][cH:20][cH:21]2)[c:8]([NH:10][S:11](=[O:12])(=[O:13])[CH3:14])[cH:9]1.[NH4+:23].[OH2:31]>>[NH2:1][c:4]1[cH:5][cH:6][c:7]([O:15][c:16]2[cH:17][cH:18][cH:19][cH:20][cH:21]2)[c:8]([NH:10][S:11](=[O:12])(=[O:13])[CH3:14])[cH:9]1. Starting materials: Cl (hydrochloride), N(CCO)(CCO)CCO (triethanolamine), Cl (hydrochloride), NC(CO)(C)C (2-amino-2-methyl-1-propanol), C(C1=CC=CC=C1)=O (benzaldehyde), [OH-].[Na+] (NaOH). Solvent: C(Cl)(Cl)Cl (chloroform). Product: CC1(COC(C(N1)C1=CC=CC=C1)=O)C (5,5-dimethyl-3-phenyl-2-morpholone). RXN SMILES: [NH2:1][C:2]([CH3:6])([CH3:5])[CH2:3][OH:4].[CH:7](=O)[C:8]1[CH:13]=[CH:12][CH:11]=[CH:10][CH:9]=1.[OH-].[Na+].Cl.N(CCO)(CCO)C[CH2:20][OH:21]>C(Cl)(Cl)Cl>[CH3:5][C:2]1([CH3:6])[NH:1][CH:7]([C:8]2[CH:13]=[CH:12][CH:11]=[CH:10][CH:9]=2)[C:20](=[O:21])[O:4][CH2:3]1 |f:2.3|. Procedure details: In a manner analogous to that described in Example 1A hereinbefore, 2-amino-2-methyl-1-propanol, benzaldehyde and chloroform are reacted at ice bath temperature in the presence of a phase transfer catalyst and aqueous NaOH is added dropwise into the reaction vessel while the contents are being stirred. The sodium salt of the compound is recovered with an analogous workup, and warmed with a mineral acid to yield a compound which is a hydrochloride. When the hydrochloride is reacted with triethano...